This data is from the Open Reaction Database (ORD), a public repository of structured organic reaction records. The task is: describe an organic reaction: reactants, conditions, products, and yield Starting materials: FC1=C(C=C(CN2C(NC(C3=CC=CC=C23)=O)=O)C=C1)C(=O)OC (1-(4-fluoro-3-methoxycarbonylbenzyl)quinazoline-2,4(1H,3H)-dione), C(=O)(O)C=1C=C(CN2C(NC(C3=CC=CC=C23)=O)=O)C=CC1 (1-(3-Carboxybenzyl)quinazoline-2,4(1H,3H)-dione). The product is C(=O)(O)C=1C=C(CN2C(NC(C3=CC=CC=C23)=O)=O)C=CC1F (1-(3-Carboxy-4-fluorobenzyl)quinazoline-2,4(1H,3H)-dione). Reaction SMILES: [F:1][C:2]1[CH:20]=[CH:19][C:5]([CH2:6][N:7]2[C:16]3[C:11](=[CH:12][CH:13]=[CH:14][CH:15]=3)[C:10](=[O:17])[NH:9][C:8]2=[O:18])=[CH:4][C:3]=1[C:21]([O:23]C)=[O:22].C(C1C=C(C=CC=1)CN1C2C(=CC=CC=2)C(=O)NC1=O)(O)=O>>[C:21]([C:3]1[CH:4]=[C:5]([CH:19]=[CH:20][C:2]=1[F:1])[CH2:6][N:7]1[C:16]2[C:11](=[CH:12][CH:13]=[CH:14][CH:15]=2)[C:10](=[O:17])[NH:9][C:8]1=[O:18])([OH:23])=[O:22]. Procedure details: The title compound was prepared from 1-(4-fluoro-3-methoxycarbonylbenzyl)quinazoline-2,4(1H,3H)-dione using a procedure similar to those described for the synthesis of compound of Example 2. 1H NMR (DMSO-d6): 13.23 (brs, 1H), 11.75 (s, 1H), 8.00 (d, J=7.5 Hz, 1H), 7.80 (dd, J=6.9 and 2.1 Hz, 1H), 7.67-7.54 (m, 2H), 7.30-7.21 (m, 3H), 5.31 (s, 2H). MS: m/z 315.3 [M+H]+. The reactants are NCCOCC=1NC(=C(C(C1C(=O)OCC)C1=C(C=CC=C1)Cl)C(=O)OC)C (2-[2-Aminoethoxymethyl]-3-ethoxycarbonyl-4-(2-chlorophenyl)-5-methoxycarbonyl-6-methyl-1,4-dihydropyridine), CSC1=NC=CC(N1)=O (2-methylthio-3H-pyrimid-4-one). Solvent: C(C)O (ethanol). Product: ClC1=C(C=CC=C1)C1C(=C(NC(=C1C(=O)OC)C)COCCNC1=NC=CC(N1)=O)C(=O)OCC (4-(2-Chorophenyl)-3-ethoxycarbonyl-5-methoxycarbonyl-6-methyl-2-[2-(3,4-dihydro-4-oxo-pyrimidin-2-ylamino)ethoxymethyl]-1,4-dihydropyridine). Reaction SMILES: [NH2:1][CH2:2][CH2:3][O:4][CH2:5][C:6]1[NH:7][C:8]([CH3:28])=[C:9]([C:24]([O:26][CH3:27])=[O:25])[CH:10]([C:17]2[CH:22]=[CH:21][CH:20]=[CH:19][C:18]=2[Cl:23])[C:11]=1[C:12]([O:14][CH2:15][CH3:16])=[O:13].CS[C:31]1[NH:36][C:35](=[O:37])[CH:34]=[CH:33][N:32]=1>C(O)C>[Cl:23][C:18]1[CH:19]=[CH:20][CH:21]=[CH:22][C:17]=1[CH:10]1[C:9]([C:24]([O:26][CH3:27])=[O:25])=[C:8]([CH3:28])[NH:7][C:6]([CH2:5][O:4][CH2:3][CH2:2][NH:1][C:31]2[NH:36][C:35](=[O:37])[CH:34]=[CH:33][N:32]=2)=[C:11]1[C:12]([O:14][CH2:15][CH3:16])=[O:13]. Procedure details: 2-[2-Aminoethoxymethyl]-3-ethoxycarbonyl-4-(2-chlorophenyl)-5-methoxycarbonyl-6-methyl-1,4-dihydropyridine (0.75 g) and 2-methylthio-3H-pyrimid-4-one (0.5 g) were dissolved in ethanol (5 ml) and heated under reflux for 20 hours. The solvent was evaporated and the residue was partitioned between ethyl acetate and water. The organic layer was separated, washed with 2N hydrochloric acid to remove any unreacted amine, and then with dilute sodium hydroxide solution. It was then washed with water, dri... Reactants: C([O-])([O-])=O.[Na+].[Na+] (sodium carbonate), step-ii, FC1=C(C=C(C=C1)B1OC(C(O1)(C)C)(C)C)NS(=O)(=O)C (N-(2-fluoro-5-(4,4,5,5-tetramethyl-1,3,2-dioxaborolan-2-yl)phenyl)methanesulfonamide), BrC=1C=C2C(=NC1)N(C=C2C=2C=NN(C2)CC2=CC(=CC(=C2)F)F)S(=O)(=O)C2=CC=C(C)C=C2 (5-bromo-3-(1-(3,5-difluorobenzyl)-1H-pyrazol-4-yl)-1-tosyl-1H-pyrrolo[2,3-b]pyridine), FC1=C(C=C(C=C1)B1OC(C(O1)(C)C)(C)C)NS(=O)(=O)C (N-(2-fluoro-5-(4,4,5,5-tetramethyl-1,3,2-dioxaborolan-2-yl)phenyl)methanesulfonamide). The reagents and catalysts are Cl[Pd]([P](C1=CC=CC=C1)(C2=CC=CC=C2)C3=CC=CC=C3)([P](C4=CC=CC=C4)(C5=CC=CC=C5)C6=CC=CC=C6)Cl (Pd(PPh3)2Cl2). Solvent: COCCOC.O (DME water). Product: FC=1C=C(CN2N=CC(=C2)C2=CN(C3=NC=C(C=C32)C=3C=CC(=C(C3)NS(=O)(=O)C)F)S(=O)(=O)C3=CC=C(C)C=C3)C=C(C1)F (N-(5-(3-(1-(3,5-difluorobenzyl)-1H-pyrazol-4-yl)-1-tosyl-1H-pyrrolo[2,3-b]pyridin-5-yl)-2-fluorophenyl)methanesulfonamide). Isolated yield 26.2%. RXN SMILES: Br[C:2]1[CH:3]=[C:4]2[C:10]([C:11]3[CH:12]=[N:13][N:14]([CH2:16][C:17]4[CH:22]=[C:21]([F:23])[CH:20]=[C:19]([F:24])[CH:18]=4)[CH:15]=3)=[CH:9][N:8]([S:25]([C:28]3[CH:34]=[CH:33][C:31]([CH3:32])=[CH:30][CH:29]=3)(=[O:27])=[O:26])[C:5]2=[N:6][CH:7]=1.[F:35][C:36]1[CH:41]=[CH:40][C:39](B2OC(C)(C)C(C)(C)O2)=[CH:38][C:37]=1[NH:51][S:52]([CH3:55])(=[O:54])=[O:53].C(=O)([O-])[O-].[Na+].[Na+]>COCCOC.O.Cl[Pd](Cl)([P](C1C=CC=CC=1)(C1C=CC=CC=1)C1C=CC=CC=1)[P](C1C=CC=CC=1)(C1C=CC=CC=1)C1C=CC=CC=1>[F:24][C:19]1[CH:18]=[C:17]([CH:22]=[C:21]([F:23])[CH:20]=1)[CH2:16][N:14]1[CH:15]=[C:11]([C:10]2[C:4]3[C:5](=[N:6][CH:7]=[C:2]([C:39]4[CH:40]=[CH:41][C:36]([F:35])=[C:37]([NH:51][S:52]([CH3:55])(=[O:54])=[O:53])[CH:38]=4)[CH:3]=3)[N:8]([S:25]([C:28]3[CH:34]=[CH:33][C:31]([CH3:32])=[CH:30][CH:29]=3)(=[O:26])=[O:27])[CH:9]=2)[CH:12]=[N:13]1 |f:2.3.4,5.6,^1:71,90|. Procedure: Using similar reaction conditions as described in step-ii of example-1, 5-bromo-3-(1-(3,5-difluorobenzyl)-1H-pyrazol-4-yl)-1-tosyl-1H-pyrrolo[2,3-b]pyridine (Step 1 example 71) (172 mg, 0.317 mmol) was coupled with N-(2-fluoro-5-(4,4,5,5-tetramethyl-1,3,2-dioxaborolan-2-yl)phenyl) methanesulfonamide (Intermediate 65) (100 mg, 0.317 mmol) using sodium carbonate (101 mg, 0.952 mmol) and Pd(PPh3)2Cl2 (12 mg, 0.015 mmol) in DME/water (15/2 ml). This afforded 54 mg (26.2% yield). MS: m/z=652.0 (M+1).